This data is from the Open Reaction Database (ORD), a public repository of structured organic reaction records. The task is: describe an organic reaction: reactants, conditions, products, and yield Solvent: C(C)(=O)OCC (Ethyl acetate), O (water), C1CCOC1 (THF). Reported procedure: Trans-4-(4-chloro-phenylsulfanyl)-5,8-difluoro-chroman-3-carbaldehyde (2.2 g, 5.9 mmole) and ethanolamine (1.1 g, 18 mmole) were dissolved in 20 ml THF. The reaction was stirred at room temperature overnight. 2 g Sodium borohydride and 10 ml MeOH were added and the reaction was stirred for three hours. 100 ml water and 100 ml EtOAc were added. The organic layer was washed with water, dried over sodium sulfate and concentrated. The product was purified by column chromatography (EtOAc/hexane from ... Starting materials: ClC1=CC=C(C=C1)S[C@H]1[C@@H](COC2=C(C=CC(=C12)F)F)C=O (Trans-4-(4-chloro-phenylsulfanyl)-5,8-difluoro-chroman-3-carbaldehyde), C(O)CN (ethanolamine), [BH4-].[Na+] (Sodium borohydride), CO (MeOH). The product is ClC1=CC=C(C=C1)SC(C1COC2=C(C=CC(=C2C1)F)F)NCCO (2-[{(4-Chloro-phenylsulfanyl)-5,8-difluoro-chroman-3-ylmethyl]-amino}-ethanol). Reaction SMILES: [Cl:1][C:2]1[CH:7]=[CH:6][C:5]([S:8][C@@H:9]2[C:18]3[C:13](=[C:14]([F:20])[CH:15]=[CH:16][C:17]=3[F:19])[O:12][CH2:11][C@H:10]2[CH:21]=O)=[CH:4][CH:3]=1.[CH2:23]([CH2:25][NH2:26])[OH:24].[BH4-].[Na+].CO>C1COCC1.C(OCC)(=O)C.O>[Cl:1][C:2]1[CH:3]=[CH:4][C:5]([S:8][CH:9]([NH:26][CH2:25][CH2:23][OH:24])[CH:10]2[CH2:21][C:18]3[C:13](=[C:14]([F:20])[CH:15]=[CH:16][C:17]=3[F:19])[O:12][CH2:11]2)=[CH:6][CH:7]=1 |f:2.3|. Conditions: time 8 hour. Reactants: C(C)N1N=C(C=C1CC1=CNC2=NC=CC=C21)NCC2=CC=C(C=C2)F ([1-ethyl-5-(1H-pyrrolo[2,3-b]pyridin-3-ylmethyl)-1H-pyrazol-3-yl]-(4-fluoro-benzyl)-amine), ClN1C(CCC1=O)=O (N-chloro-succinimide). Run in C(C)#N (acetonitrile). Run at time 2 hour. Product: ClC=1C(=NN(C1CC1=CNC2=NC=CC=C21)CC)/N=C/C2=CC=C(C=C2)F ([4-chloro-1-ethyl-5-(1H-pyrrolo[2,3-b]pyridin-3-ylmethyl)-1H-pyrazol-3-yl]-[1-(4-fluoro-phenyl)-meth-(E)-ylidene]-amine). Reaction SMILES: [CH2:1]([N:3]1[C:7]([CH2:8][C:9]2[C:17]3[C:12](=[N:13][CH:14]=[CH:15][CH:16]=3)[NH:11][CH:10]=2)=[CH:6][C:5]([NH:18][CH2:19][C:20]2[CH:25]=[CH:24][C:23]([F:26])=[CH:22][CH:21]=2)=[N:4]1)[CH3:2].[Cl:27]N1C(=O)CCC1=O>C(#N)C>[Cl:27][C:6]1[C:5](/[N:18]=[CH:19]/[C:20]2[CH:21]=[CH:22][C:23]([F:26])=[CH:24][CH:25]=2)=[N:4][N:3]([CH2:1][CH3:2])[C:7]=1[CH2:8][C:9]1[C:17]2[C:12](=[N:13][CH:14]=[CH:15][CH:16]=2)[NH:11][CH:10]=1. Procedure: To [1-ethyl-5-(1H-pyrrolo[2,3-b]pyridin-3-ylmethyl)-1H-pyrazol-3-yl]-(4-fluoro-benzyl)-amine (P-0165, 10.1 mg, 0.0289 mmol, prepared as described in Example 105, Scheme 162) in acetonitrile (8.0 mL) was added N-chloro-succinimide (4.18 mg, 0.0318 mmol). The reaction was stirred at room temperature for 2 hours. The reaction was concentrated and purified by silica gel column chromatography eluting with 20% to 100% ethyl acetate in hexane to give a white solid (P-0166, 1.1 mg). MS (ESI) [M+H+]+=382... The reactants are ClCCl, O=[N+]([O-])c1cnc2ccccc2c1NCCCO, O=S(Cl)Cl. Product: O=[N+]([O-])c1cnc2ccccc2c1NCCCCl. RXN SMILES: [Cl:23][CH2:24][Cl:25].[N+:1](=[O:2])([O-:3])[c:4]1[cH:5][n:6][c:7]2[cH:8][cH:9][cH:10][cH:11][c:12]2[c:13]1[NH:14][CH2:15][CH2:16][CH2:17][OH:18].[S:19]([Cl:20])([Cl:21])=[O:22]>>[N+:1](=[O:2])([O-:3])[c:4]1[cH:5][n:6][c:7]2[cH:8][cH:9][cH:10][cH:11][c:12]2[c:13]1[NH:14][CH2:15][CH2:16][CH2:17][Cl:21].